From a dataset of the Open Reaction Database (ORD), a public repository of structured organic reaction records. describe an organic reaction: reactants, conditions, products, and yield Reactants: ClC1=CC=C(C(=O)C2=CC=C(C=C2)CSCCCl)C=C1 (4-chloro-4'-(2-chloroethylmercaptomethyl)benzophenone), N12CCCCCC2=NCCC1 (1,8-diaza-bicyclo[5.4.0]undec-7-ene). Solvent: C1(=CC=CC=C1)C (toluene). Reaction conditions: temperature 80 celsius, time 3 hour. Product: ClC1=CC=C(C(=O)C2=CC=C(C=C2)CSC=C)C=C1 (4-chloro-4'-vinylmercaptomethylbenzophenone). Yield: 98.8%. Reaction SMILES: [Cl:1][C:2]1[CH:20]=[CH:19][C:5]([C:6]([C:8]2[CH:13]=[CH:12][C:11]([CH2:14][S:15][CH2:16][CH2:17]Cl)=[CH:10][CH:9]=2)=[O:7])=[CH:4][CH:3]=1.N12CCCN=C1CCCCC2>C1(C)C=CC=CC=1>[Cl:1][C:2]1[CH:20]=[CH:19][C:5]([C:6]([C:8]2[CH:13]=[CH:12][C:11]([CH2:14][S:15][CH:16]=[CH2:17])=[CH:10][CH:9]=2)=[O:7])=[CH:4][CH:3]=1. Reported procedure: A mixture of 4-chloro-4'-(2-chloroethylmercaptomethyl)benzophenone (4.9 g) and 1,8-diaza-bicyclo[5.4.0]undec-7-ene (4.3 g) in 100 ml of toluene was stirred for 3 hours at 80° C. After that, the mixture was washed with aqueous 2N hydrochloric acid solution and water, followed by drying over anhydrous sodium sulfate. The solvent was distilled off under reduced pressure to obtain 4-chloro-4'-vinylmercaptomethylbenzophenone (4.3 g). The reactants are COC(=O)C1=C(N(C(C(=C1)Br)=O)CC=1SC=CN1)CBr (5-bromo-2-bromomethyl-6-oxo-1-thiazol-2-ylmethyl-1,6-dihydro-pyridine-3-carboxylic acid methyl ester), COC(CNS(=O)(=O)C1=CC=C(C=C1)C)=O ((toluene-4-sulfonylamino)-acetic acid methyl ester), [I-].[Na+] (sodium iodide), C([O-])([O-])=O.[K+].[K+] (potassium carbonate). Solvent: CN(C)C=O (DMF), [Cl-].[Na+].O (Brine). Conditions: time 16 hour. The product is COC(=O)C1=C(N(C(C(=C1)Br)=O)CC=1SC=CN1)CN(S(=O)(=O)C1=CC=C(C=C1)C)CC(=O)OC (5-Bromo-2-{[methoxycarbonylmethyl-(toluene-4-sulfonyl)-amino]-methyl}-6-oxo-1-thiazol-2-ylmethyl-1,6-dihydro-pyridine-3-carboxylic acid methyl ester). The yield is 29.2%. RXN SMILES: [CH3:1][O:2][C:3]([C:5]1[CH:10]=[C:9]([Br:11])[C:8](=[O:12])[N:7]([CH2:13][C:14]2[S:15][CH:16]=[CH:17][N:18]=2)[C:6]=1[CH2:19]Br)=[O:4].[CH3:21][O:22][C:23](=[O:36])[CH2:24][NH:25][S:26]([C:29]1[CH:34]=[CH:33][C:32]([CH3:35])=[CH:31][CH:30]=1)(=[O:28])=[O:27].[I-].[Na+].C(=O)([O-])[O-].[K+].[K+]>CN(C=O)C.[Cl-].[Na+].O>[CH3:1][O:2][C:3]([C:5]1[CH:10]=[C:9]([Br:11])[C:8](=[O:12])[N:7]([CH2:13][C:14]2[S:15][CH:16]=[CH:17][N:18]=2)[C:6]=1[CH2:19][N:25]([CH2:24][C:23]([O:22][CH3:21])=[O:36])[S:26]([C:29]1[CH:30]=[CH:31][C:32]([CH3:35])=[CH:33][CH:34]=1)(=[O:28])=[O:27])=[O:4] |f:2.3,4.5.6,8.9.10|. Procedure details: A mixture of 5-bromo-2-bromomethyl-6-oxo-1-thiazol-2-ylmethyl-1,6-dihydro-pyridine-3-carboxylic acid methyl ester (100 mg, 0.24 mmol), (toluene-4-sulfonylamino)-acetic acid methyl ester (58 mg, 0.24 mmol), sodium iodide (71 mg, 0.47 mmol) and potassium carbonate (66 mg, 0.47 mmol) in DMF (5 mL) was stirred at r.t. for 16 h. Brine was added, and the resulting mixture was extracted with EtOAc. The organic layer was washed with water and brine, and dried over MgSO4. After the solvent was evaporated... Reactants: CC1=NC=2N(N=C3C=CC=CC23)C(=C1C(C(=O)OC)CCC)C1=CC=C(C=C1)C (methyl 2-(2-methyl-4-p-tolylpyrimido[1,2-b]indazol-3-yl)pentanoate), [OH-].[Na+] (sodium hydroxide). The solvent is CO.C(C)O (methanol ethanol). Conditions: temperature 60 celsius. The product is CC1=NC=2N(N=C3C=CC=CC23)C(=C1C(C(=O)O)CCC)C1=CC=C(C=C1)C (2-(2-methyl-4-p-tolylpyrimido[1,2-b]indazol-3-yl)pentanoic acid). The yield is 29.9%. RXN SMILES: [CH3:1][C:2]1[C:14]([CH:15]([CH2:20][CH2:21][CH3:22])[C:16]([O:18]C)=[O:17])=[C:13]([C:23]2[CH:28]=[CH:27][C:26]([CH3:29])=[CH:25][CH:24]=2)[N:5]2[N:6]=[C:7]3[C:12]([CH:11]=[CH:10][CH:9]=[CH:8]3)=[C:4]2[N:3]=1.[OH-].[Na+]>CO.C(O)C>[CH3:1][C:2]1[C:14]([CH:15]([CH2:20][CH2:21][CH3:22])[C:16]([OH:18])=[O:17])=[C:13]([C:23]2[CH:28]=[CH:27][C:26]([CH3:29])=[CH:25][CH:24]=2)[N:5]2[N:6]=[C:7]3[C:12]([CH:11]=[CH:10][CH:9]=[CH:8]3)=[C:4]2[N:3]=1 |f:1.2,3.4|. Reported procedure: To a solution of methyl 2-(2-methyl-4-p-tolylpyrimido[1,2-b]indazol-3-yl)pentanoate (0.264 g; 0.68 mmol) in a mixture methanol-ethanol (2:1) (21 mL) was added a 5% sodium hydroxide solution (16.3 mL; 20.4 mmol) and the reaction mixture was heated to 60° C. for 18 h. The organic volatiles were removed under reduced pressure and the remaining basic solution was acidified till pH 2 with a 1N hydrochloric acid solution and the aqueous layer was extracted with ethyl acetate. The organics were combine... The reactants are C1(CCC(=O)O1)=O (succinic anhydride), NC=1N=CC(=NC1)C#N (5-aminopyrazine-2-carbonitrile), C1(CCC(=O)O1)=O (succinic anhydride). Solvent: O1CCCC1 (tetrahydrofuran). Run at time 2 hour. Product: C(#N)C=1N=CC(=NC1)NC(CCC(=O)O)=O (4-[(5-cyanopyrazin-2-yl)amino]-4-oxo-butanoic acid). Isolated yield 71.0%. Reaction SMILES: [NH2:1][C:2]1[N:3]=[CH:4][C:5]([C:8]#[N:9])=[N:6][CH:7]=1.[C:10]1(=[O:16])[O:15][C:13](=[O:14])[CH2:12][CH2:11]1>O1CCCC1>[C:8]([C:5]1[N:6]=[CH:7][C:2]([NH:1][C:10](=[O:16])[CH2:11][CH2:12][C:13]([OH:15])=[O:14])=[N:3][CH:4]=1)#[N:9]. Procedure details: The 5-aminopyrazine-2-carbonitrile (commercially available, 1.0 g, 8.32 mmol) was dissolved in tetrahydrofuran then succinic anhydride (1.04 g, 10.4 mmol) was added, the mixture was stirred at room temperature for 2 h and at reflux overnight. Then 1.0 equivalent of succinic anhydride was added and the solution was refluxed for 4 days. The reaction was stopped and the solution was partitioned between ethyl acetate and water. The aqueous layer was separated, acidified and extracted with ethyl acet... RXN SMILES: [CH3:25][C:26]#[N:27].[CH3:28][OH:29].[CH3:30][OH:31].[CH:32]([Cl:33])([Cl:34])[Cl:35].[NH2:1][c:2]1[n:3][c:4]2[cH:5][c:6]([Br:24])[cH:7][n:8][c:9]2[c:10]2[c:11]1[n:12][c:13]([CH2:20][CH2:21][O:22][CH3:23])[n:14]2[CH2:15][C:16]([CH3:17])([OH:18])[CH3:19]>>[BrH:24].[NH2:1][c:2]1[n:3][c:4]2[cH:5][cH:6][cH:7][n:8][c:9]2[c:10]2[c:11]1[n:12][c:13]([CH2:20][CH2:21][O:22][CH3:23])[n:14]2[CH2:15][C:16]([CH3:17])([OH:18])[CH3:19]. The product is Br, COCCc1nc2c(N)nc3cccnc3c2n1CC(C)(C)O. Starting materials: CC#N, CO, CO, ClC(Cl)Cl, COCCc1nc2c(N)nc3cc(Br)cnc3c2n1CC(C)(C)O. The reactants are COC(=O)c1c(OC(C)=O)cccc1OC(C)=O, C1CCOC1, CO, CCCCCC, CCOC(C)=O, [Li+], [OH-], O, O, COC(=O)c1c(O)cccc1O. Product: COC(=O)c1c(O)cccc1OC(C)=O. As a reaction SMILES: [C:1]([CH3:2])(=[O:3])[O:4][c:5]1[c:6]([C:7](=[O:8])[O:9][CH3:10])[c:11]([O:15][C:16](=[O:17])[CH3:18])[cH:12][cH:13][cH:14]1.[CH2:24]1[O:25][CH2:26][CH2:27][CH2:28]1.[CH3:22][OH:23].[CH3:42][CH2:43][CH2:44][CH2:45][CH2:46][CH3:47].[CH3:48][CH2:49][O:50][C:51]([CH3:52])=[O:53].[Li+:20].[OH-:19].[OH2:21].[OH2:29].[OH:30][c:31]1[cH:32][cH:33][cH:34][c:35]([OH:36])[c:37]1[C:38]([O:39][CH3:40])=[O:41]>>[C:1]([CH3:2])(=[O:3])[O:4][c:5]1[c:6]([C:7](=[O:8])[O:9][CH3:10])[c:11]([OH:15])[cH:12][cH:13][cH:14]1.